This data is from the Open Reaction Database (ORD), a public repository of structured organic reaction records. The task is: describe an organic reaction: reactants, conditions, products, and yield Starting materials: CCOC(=O)CCCCBr, O=C1NC(=O)c2ccccc21, CCCCCCCC(=O)OCC, CN(C)C=O, [K], O=C1NC(=O)c2ccccc21. Product: CCOC(=O)CCCCN1C(=O)c2ccccc2C1=O. Reaction SMILES: [Br:24][CH2:25][CH2:26][CH2:27][CH2:28][C:29]([O:30][CH2:31][CH3:32])=[O:33].[C:34]1(=[O:35])[NH:36][C:37](=[O:38])[c:39]2[cH:40][cH:41][cH:42][cH:43][c:44]21.[CH2:1]([CH3:2])[O:3][C:4]([CH2:5][CH2:6][CH2:7][CH2:8][CH2:9][CH2:10][CH3:11])=[O:12].[CH3:46][N:47]([CH3:48])[CH:49]=[O:50].[K:45].[O:13]=[C:14]1[NH:15][C:16](=[O:23])[c:17]2[cH:18][cH:19][cH:20][cH:21][c:22]21>>[CH2:1]([CH3:2])[O:3][C:4]([CH2:5][CH2:6][CH2:7][CH2:8][N:15]1[C:14](=[O:13])[c:22]2[c:17]([cH:18][cH:19][cH:20][cH:21]2)[C:16]1=[O:23])=[O:12]. Reactants: FC1=CC=C(C=C1)C(C(C(=O)OCC)CC1=CC=C(C=C1)OC(C(F)F)(F)F)=O (ethyl 3-(4-fluorophenyl)-3-oxo-2-[4-(1,1,2,2-tetrafluoroethoxy)benzyl]propionate), Cl (hydrochloric acid). Reagents/catalysts: [BH4-].[Zn+2].[BH4-] (zinc borohydride). The solvent is C(C)OCC (diethyl ether). Reaction conditions: time 2 hour. Yields the product FC1=CC=C(C=C1)C(C(C(=O)OCC)CC1=CC=C(C=C1)OC(C(F)F)(F)F)O (ethyl (2RS,3RS)-3-(4-fluorophenyl)-3-hydroxy-2-[4-(1,1,2,2-tetrafluoroethoxy)benzyl]propionate). As a reaction SMILES: [F:1][C:2]1[CH:7]=[CH:6][C:5]([C:8](=[O:29])[CH:9]([CH2:15][C:16]2[CH:21]=[CH:20][C:19]([O:22][C:23]([F:28])([F:27])[CH:24]([F:26])[F:25])=[CH:18][CH:17]=2)[C:10]([O:12][CH2:13][CH3:14])=[O:11])=[CH:4][CH:3]=1.Cl>C(OCC)C.[BH4-].[Zn+2].[BH4-]>[F:1][C:2]1[CH:7]=[CH:6][C:5]([CH:8]([OH:29])[CH:9]([CH2:15][C:16]2[CH:21]=[CH:20][C:19]([O:22][C:23]([F:28])([F:27])[CH:24]([F:26])[F:25])=[CH:18][CH:17]=2)[C:10]([O:12][CH2:13][CH3:14])=[O:11])=[CH:4][CH:3]=1 |f:3.4.5|. Procedure: While stirring zinc chloride (5.15 g, 37.8 mmol) in diethyl ether (80 ml), sodium borohydride (2.86 g, 75.6 mmol) was added as it was at room temperature and the mixture was stirred as it was for 2 hrs. The insoluble material of the mixture was removed by filtration and washed with diethyl ether to give a solution of zinc borohydride in diethyl ether. To the obtained solution was added a solution of ethyl 3-(4-fluorophenyl)-3-oxo-2-[4-(1,1,2,2-tetrafluoroethoxy)benzyl]propionate (7.865 g, 18.89 ... The reactants are COC(=O)C1CCC2C3CCC4CC5OC5CC4(C)C3C(NC(=O)OCC(Cl)(Cl)Cl)CC12C, C1COCCO1, O, O=S(=O)(O)O. Yields the product COC(=O)C1CCC2C3CCC4CC(O)C(O)CC4(C)C3C(NC(=O)OCC(Cl)(Cl)Cl)CC12C. As a reaction SMILES: [O:1]1[CH:2]2[CH:3]1[CH2:4][CH:5]1[CH2:6][CH2:7][CH:8]3[CH:9]4[CH2:10][CH2:11][CH:12]([C:30](=[O:31])[O:32][CH3:33])[C:13]4([CH3:14])[CH2:15][CH:16]([NH:21][C:22](=[O:23])[O:24][CH2:25][C:26]([Cl:27])([Cl:28])[Cl:29])[CH:17]3[C:18]1([CH3:20])[CH2:19]2.[O:39]1[CH2:40][CH2:41][O:42][CH2:43][CH2:44]1.[OH2:45].[S:34]([OH:35])(=[O:36])(=[O:37])[OH:38]>>[OH:1][CH:2]1[CH:3]([OH:35])[CH2:4][CH:5]2[CH2:6][CH2:7][CH:8]3[CH:9]4[CH2:10][CH2:11][CH:12]([C:30](=[O:31])[O:32][CH3:33])[C:13]4([CH3:14])[CH2:15][CH:16]([NH:21][C:22](=[O:23])[O:24][CH2:25][C:26]([Cl:27])([Cl:28])[Cl:29])[CH:17]3[C:18]2([CH3:20])[CH2:19]1. The reactants are C=C(C)C(O)c1cc(CO[Si](C)(C)C(C)(C)C)ccc1-c1cc(OC)ccc1F, CC[Zn]CC, ClCCl, ICI. Product: COc1ccc(F)c(-c2ccc(CO[Si](C)(C)C(C)(C)C)cc2C(O)C2(C)CC2)c1. As a reaction SMILES: [CH3:1][C:2]([CH3:3])([CH3:4])[Si:5]([O:6][CH2:7][c:8]1[cH:9][c:10]([CH:23]([C:24](=[CH2:25])[CH3:26])[OH:27])[c:11](-[c:14]2[c:15]([F:22])[cH:16][cH:17][c:18]([O:20][CH3:21])[cH:19]2)[cH:12][cH:13]1)([CH3:28])[CH3:29].[CH3:33][CH2:34][Zn:35][CH2:36][CH3:37].[Cl:38][CH2:39][Cl:40].[I:30][CH2:31][I:32]>>[CH3:1][C:2]([CH3:3])([CH3:4])[Si:5]([O:6][CH2:7][c:8]1[cH:9][c:10]([CH:23]([C:24]2([CH3:31])[CH2:25][CH2:26]2)[OH:27])[c:11](-[c:14]2[c:15]([F:22])[cH:16][cH:17][c:18]([O:20][CH3:21])[cH:19]2)[cH:12][cH:13]1)([CH3:28])[CH3:29]. Solvent: C1(=CC=CC=C1)C (toluene). Reported procedure: To a stirred solution of 250 mg (1.02 mmol) 2-amino-4-bromo-6-methylsulfanyl-pyrimidine-5-carbonitrile in 10 ml toluene at room temperature were added 310 mg (2.04 mmol) 2-methoxybenzeneboronic acid, 118 mg (0.10 mmol) tetrakis(triphenylphosphine) palladium(O) and 262 mg (2.04 mmol) potassium carbonate. The reaction mixture was heated at 100° C. for 16 h, then cooled to room temperature and partitioned between ethyl acetate and water. The phases were separated and the organic phase dried over so... Product: NC1=NC(=C(C(=N1)C1=C(C=CC=C1)OC)C#N)SC (2-amino-4-(2-methoxy-phenyl)-6-methylsulfanyl-pyrimidine-5-carbonitrile). The yield is 28.8%. Reagents/catalysts: C1=CC=C(C=C1)P(C2=CC=CC=C2)C3=CC=CC=C3.C1=CC=C(C=C1)P(C2=CC=CC=C2)C3=CC=CC=C3.C1=CC=C(C=C1)P(C2=CC=CC=C2)C3=CC=CC=C3.C1=CC=C(C=C1)P(C2=CC=CC=C2)C3=CC=CC=C3.[Pd] (tetrakis(triphenylphosphine) palladium(O)). The reactants are NC1=NC(=C(C(=N1)Br)C#N)SC (2-amino-4-bromo-6-methylsulfanyl-pyrimidine-5-carbonitrile), COC1=C(C=CC=C1)B(O)O (2-methoxybenzeneboronic acid), C([O-])([O-])=O.[K+].[K+] (potassium carbonate). Conditions: temperature 100 celsius. Reaction SMILES: [NH2:1][C:2]1[N:7]=[C:6](Br)[C:5]([C:9]#[N:10])=[C:4]([S:11][CH3:12])[N:3]=1.[CH3:13][O:14][C:15]1[CH:20]=[CH:19][CH:18]=[CH:17][C:16]=1B(O)O.C(=O)([O-])[O-].[K+].[K+]>C1(C)C=CC=CC=1.C1C=CC(P(C2C=CC=CC=2)C2C=CC=CC=2)=CC=1.C1C=CC(P(C2C=CC=CC=2)C2C=CC=CC=2)=CC=1.C1C=CC(P(C2C=CC=CC=2)C2C=CC=CC=2)=CC=1.C1C=CC(P(C2C=CC=CC=2)C2C=CC=CC=2)=CC=1.[Pd]>[NH2:1][C:2]1[N:7]=[C:6]([C:16]2[CH:17]=[CH:18][CH:19]=[CH:20][C:15]=2[O:14][CH3:13])[C:5]([C:9]#[N:10])=[C:4]([S:11][CH3:12])[N:3]=1 |f:2.3.4,6.7.8.9.10|. Yields the product CC(Cc1ccc(C(C)C)cc1)NCC(O)c1ccccc1. The reactants are CC(=O)Cc1ccc(C(C)C)cc1, NCC(O)c1ccccc1, c1ccccc1. Reaction SMILES: [CH:1]([CH3:2])([CH3:3])[c:4]1[cH:5][cH:6][c:7]([CH2:10][C:11]([CH3:12])=[O:13])[cH:8][cH:9]1.[OH:14][CH:15]([CH2:16][NH2:17])[c:18]1[cH:19][cH:20][cH:21][cH:22][cH:23]1.[cH:24]1[cH:25][cH:26][cH:27][cH:28][cH:29]1>>[CH:1]([CH3:2])([CH3:3])[c:4]1[cH:5][cH:6][c:7]([CH2:10][CH:11]([CH3:12])[NH:17][CH2:16][CH:15]([OH:14])[c:18]2[cH:19][cH:20][cH:21][cH:22][cH:23]2)[cH:8][cH:9]1. Starting materials: [NH4+].[Cl-] (NH4Cl), C1CC12CCN(CC2)C(=O)OC(C)(C)C (tert-butyl 6-azaspiro[2.5]octane-6-carboxylate), C1CC12CCN(CC2)C(=O)OC(C)(C)C (tert-butyl 6-azaspiro[2.5]octane-6-carboxylate), CN(CCN(C)C)C (N,N,N′,N′-tetramethyl ethylendiamine), CCCCCC (hexane), CN(C=O)C (dimethylformamide). The solvent is CCOCC (Et2O). Conditions: temperature -60 celsius, time 10 minute. The product is C(=O)C1CC2(CC2)CCN1C(=O)OC(C)(C)C ((±) tert-butyl 5-formyl-6-azaspiro[2.5]octane-6-carboxylate), solid. Reaction SMILES: [CH2:1]1[C:3]2([CH2:8][CH2:7][N:6]([C:9]([O:11][C:12]([CH3:15])([CH3:14])[CH3:13])=[O:10])[CH2:5][CH2:4]2)[CH2:2]1.CN(C)CCN(C)C.CCCCCC.CN(C)[CH:32]=[O:33].[NH4+].[Cl-]>CCOCC>[CH:32]([CH:7]1[N:6]([C:9]([O:11][C:12]([CH3:15])([CH3:14])[CH3:13])=[O:10])[CH2:5][CH2:4][C:3]2([CH2:2][CH2:1]2)[CH2:8]1)=[O:33] |f:4.5|. Procedure details: tert-butyl 6-azaspiro[2.5]octane-6-carboxylate (Intermediate 2, 1 g, 4.73 mmol) dissolved in 20 ml of Et2O was cooled to −60° C., then N,N,N′,N′-tetramethyl ethylendiamine (0.71 ml, 4.73 mmol) and secBuLi 1.4M in hexane (4.05 ml, 5.68 mmol) were added. After 10 minutes at −60° C., the temperature was raised to −20° C. for 30 minutes, then the reaction was cooled to −78° C. and dimethylformamide (0.55 ml, 7.09 mmol, dissolved in 5 ml of Et2O) was added. After 30 minutes a saturated aqueous soluti... Starting materials: C=CC(=O)OCC, CC#N, Cc1c(-c2noc(-c3ccc(OC(C)C)c(C#N)c3)n2)ccc2c1CCNC2, O=C(O)C(F)(F)F, C1CCC2=NCCCN2CC1. Product: CCOC(=O)CCN1CCc2c(ccc(-c3noc(-c4ccc(OC(C)C)c(C#N)c4)n3)c2C)C1. Reaction SMILES: [C:36]([CH:37]=[CH2:38])(=[O:39])[O:40][CH2:41][CH3:42].[CH3:54][C:55]#[N:56].[CH3:8][CH:9]([CH3:10])[O:11][c:12]1[c:13]([C:14]#[N:15])[cH:16][c:17](-[c:20]2[n:21][c:22](-[c:25]3[c:26]([CH3:35])[c:27]4[c:32]([cH:33][cH:34]3)[CH2:31][NH:30][CH2:29][CH2:28]4)[n:23][o:24]2)[cH:18][cH:19]1.[F:1][C:2]([F:3])([F:4])[C:5]([OH:6])=[O:7].[N:43]12[CH2:44][CH2:45][CH2:46][N:47]=[C:48]1[CH2:49][CH2:50][CH2:51][CH2:52][CH2:53]2>>[CH3:8][CH:9]([CH3:10])[O:11][c:12]1[c:13]([C:14]#[N:15])[cH:16][c:17](-[c:20]2[n:21][c:22](-[c:25]3[c:26]([CH3:35])[c:27]4[c:32]([cH:33][cH:34]3)[CH2:31][N:30]([CH2:38][CH2:37][C:36](=[O:39])[O:40][CH2:41][CH3:42])[CH2:29][CH2:28]4)[n:23][o:24]2)[cH:18][cH:19]1.